Dataset: the Open Reaction Database (ORD), a public repository of structured organic reaction records. Task: describe an organic reaction: reactants, conditions, products, and yield Reactants: COB(OC)OC (trimethylborate), [Li]CCCC (n-BuLi), CCCCCC (hexane), BrC1=C(C=C(C=C1)OC)C1=CC=CC=C1 (2-bromo-5-methoxybiphenyl), Cl (HCl). Run in O1CCCC1 (tetrahydrofuran). Reaction conditions: temperature 0 celsius, time 24 hour. The product is COC=1C=CC(=C(C1)C1=CC=CC=C1)B(O)O (5-methoxybiphenyl-2-ylboronic acid). Yield: 57.3%. Reaction SMILES: [Li]CCCC.CCCCCC.Br[C:13]1[CH:18]=[CH:17][C:16]([O:19][CH3:20])=[CH:15][C:14]=1[C:21]1[CH:26]=[CH:25][CH:24]=[CH:23][CH:22]=1.C[O:28][B:29](OC)[O:30]C.Cl>O1CCCC1>[CH3:20][O:19][C:16]1[CH:17]=[CH:18][C:13]([B:29]([OH:30])[OH:28])=[C:14]([C:21]2[CH:26]=[CH:25][CH:24]=[CH:23][CH:22]=2)[CH:15]=1. Procedure details: An excess of 1.6M n-BuLi in hexane (50 mL, 80 mmol) was added to a solution of 2-bromo-5-methoxybiphenyl (19.1 g, 72.7 mmol) in 350 ml dry tetrahydrofuran at −78° C. under N2. The reaction mixture was then maintained at 0° C. for 1 h before cooling to −78° C., trimethylborate (10.4 g, 100 mmol) was added dropwise, the solution was then warmed slowly to room temperature and stirred for 24 h. 2N HCl (150 ml) was added and then the mixture was stirred for a further 1 h. The reaction mixture was ext... Starting materials: [Br-], O=CCc1cc(Cl)c2cccnc2c1OCc1ccccc1, [Mg+]c1ccc(CN2CCOCC2)cc1, C1CCOC1. Yields the product OC(Cc1cc(Cl)c2cccnc2c1OCc1ccccc1)c1ccc(CN2CCOCC2)cc1. RXN SMILES: [Br-:23].[CH2:1]([c:2]1[cH:3][cH:4][cH:5][cH:6][cH:7]1)[O:8][c:9]1[c:10]([CH2:20][CH:21]=[O:22])[cH:11][c:12]([Cl:19])[c:13]2[cH:14][cH:15][cH:16][n:17][c:18]12.[O:24]1[CH2:25][CH2:26][N:27]([CH2:30][c:31]2[cH:32][cH:33][c:34]([Mg+:37])[cH:35][cH:36]2)[CH2:28][CH2:29]1.[O:38]1[CH2:39][CH2:40][CH2:41][CH2:42]1>>[CH2:1]([c:2]1[cH:3][cH:4][cH:5][cH:6][cH:7]1)[O:8][c:9]1[c:10]([CH2:20][CH:21]([OH:22])[c:34]2[cH:33][cH:32][c:31]([CH2:30][N:27]3[CH2:26][CH2:25][O:24][CH2:29][CH2:28]3)[cH:36][cH:35]2)[cH:11][c:12]([Cl:19])[c:13]2[cH:14][cH:15][cH:16][n:17][c:18]12.